From a dataset of the Open Reaction Database (ORD), a public repository of structured organic reaction records. describe an organic reaction: reactants, conditions, products, and yield Reactants: NC(=O)CCC(=O)NBr, Nc1ccc2c(-c3ccncc3)c(-c3ccc(F)cc3)[nH]c2n1, CN(C)C=O. The product is Nc1nc2[nH]c(-c3ccc(F)cc3)c(-c3ccncc3)c2cc1Br. As a reaction SMILES: [Br:24][NH:25][C:26](=[O:27])[CH2:28][CH2:29][C:30]([NH2:31])=[O:32].[NH2:1][c:2]1[cH:3][cH:4][c:5]2[c:6](-[c:18]3[cH:19][cH:20][n:21][cH:22][cH:23]3)[c:7](-[c:11]3[cH:12][cH:13][c:14]([F:17])[cH:15][cH:16]3)[nH:8][c:9]2[n:10]1.[O:33]=[CH:34][N:35]([CH3:36])[CH3:37]>>[NH2:1][c:2]1[c:3]([Br:24])[cH:4][c:5]2[c:6](-[c:18]3[cH:19][cH:20][n:21][cH:22][cH:23]3)[c:7](-[c:11]3[cH:12][cH:13][c:14]([F:17])[cH:15][cH:16]3)[nH:8][c:9]2[n:10]1. Starting materials: [Cl-].C(C)[Al+]CC (diethylaluminum chloride), FC(C=1C=C(C=CC1)SCCCCCCCC1=C(C=O)C=CC=C1)(F)F (2-[7-(3-trifluoromethylphenylthio)heptyl]benzaldehyde), BrCC(=O)OC(C)(C)C (t-butyl bromoacetate), [Br-] (bromide). The reagents and catalysts are [Zn] (zinc). Run in CCCCCC (hexane), O1CCCC1 (tetrahydrofuran), O1CCCC1 (tetrahydrofuran). Run at temperature 25 celsius. The product is OC(CC(=O)OC(C)(C)C)C1=C(C=CC=C1)CCCCCCCSC1=CC(=CC=C1)C(F)(F)F (t-Butyl 3-hydroxy-3-[2-(7-(3-trifluoromethylphenylthio)heptyl)phenyl]propanoate). Reaction SMILES: [Br-].[Cl-].C([Al+]CC)C.[F:8][C:9]([F:33])([F:32])[C:10]1[CH:11]=[C:12]([S:16][CH2:17][CH2:18][CH2:19][CH2:20][CH2:21][CH2:22][CH2:23][C:24]2[CH:31]=[CH:30][CH:29]=[CH:28][C:25]=2[CH:26]=[O:27])[CH:13]=[CH:14][CH:15]=1.Br[CH2:35][C:36]([O:38][C:39]([CH3:42])([CH3:41])[CH3:40])=[O:37]>O1CCCC1.CCCCCC.[Zn]>[OH:27][CH:26]([C:25]1[CH:28]=[CH:29][CH:30]=[CH:31][C:24]=1[CH2:23][CH2:22][CH2:21][CH2:20][CH2:19][CH2:18][CH2:17][S:16][C:12]1[CH:13]=[CH:14][CH:15]=[C:10]([C:9]([F:32])([F:8])[F:33])[CH:11]=1)[CH2:35][C:36]([O:38][C:39]([CH3:42])([CH3:41])[CH3:40])=[O:37] |f:1.2|. Procedure: To a suspension of zinc dust (0.25 g, 3 mmoles) and cooper (I) bromide (0.02 g, 0.129 mmoles) in distilled tetrahydrofuran (20 ml) was added a solution of diethylaluminum chloride (2.8 ml, 2.8 mmoles) in hexane while stirring under argon at 25° C. The resulting mixture was cooled to -20° C., and a solution of 2-[7-(3-trifluoromethylphenylthio)heptyl]benzaldehyde (1.08 g, 2.8 mmoles) and t-butyl bromoacetate (0.42 ml, 2.8 mmoles) in tetrahydrofuran (6 ml) was added slowly at -20° C. The reaction ... Starting materials: O (water), COC=1C2=C(N=C(N1)C1=NC=CC=C1)N=CC=C2 (4-methoxy-2-(pyridin-2-yl)pyrido[2,3-d]pyrimidine), O1CCN(CC1)C1=NC=C(C=C1N)N1CCOCC1 (2,5-dimorpholinopyridin-3-amine), [H-].[Na+] (sodium hydride). The solvent is CN(C=O)C (N,N-dimethylformamide). Reaction conditions: temperature 60 celsius, time 8 hour. Product: N1(CCOCC1)C1=NC=C(C=C1NC=1C2=C(N=C(N1)C1=NC=CC=C1)N=CC=C2)N2CCOCC2 (N-(2,5-di-4-morpholinyl-3-pyridinyl)-2-(2-pyridinyl)pyrido[2,3-d]pyrimidin-4-amine). Reaction SMILES: CO[C:3]1[C:4]2[CH:18]=[CH:17][CH:16]=[N:15][C:5]=2[N:6]=[C:7]([C:9]2[CH:14]=[CH:13][CH:12]=[CH:11][N:10]=2)[N:8]=1.[O:19]1[CH2:24][CH2:23][N:22]([C:25]2[C:30]([NH2:31])=[CH:29][C:28]([N:32]3[CH2:37][CH2:36][O:35][CH2:34][CH2:33]3)=[CH:27][N:26]=2)[CH2:21][CH2:20]1.[H-].[Na+].O>CN(C)C=O>[N:22]1([C:25]2[C:30]([NH:31][C:3]3[C:4]4[CH:18]=[CH:17][CH:16]=[N:15][C:5]=4[N:6]=[C:7]([C:9]4[CH:14]=[CH:13][CH:12]=[CH:11][N:10]=4)[N:8]=3)=[CH:29][C:28]([N:32]3[CH2:33][CH2:34][O:35][CH2:36][CH2:37]3)=[CH:27][N:26]=2)[CH2:21][CH2:20][O:19][CH2:24][CH2:23]1 |f:2.3|. Reported procedure: To a stirred solution of 4-methoxy-2-(pyridin-2-yl)pyrido[2,3-d]pyrimidine (0.050 g, 0.21 mmol) and 2,5-dimorpholinopyridin-3-amine (0.061 g, 0.23 mmol) in N,N-dimethylformamide (2.0 mL) was added 60% sodium hydride (9.23 mg, 0.23 mmol). The reaction was heated to 60° C. Stirring continued overnight. The reaction was cooled to rt and water was added to quench. The reaction was extracted with EtOAc (3×10 mL). The combined organic layer were dried over magnesium sulfate, filtered and concentrated ... Starting materials: C1COCCN1, C1CCOC1, CC1(C)CCC(C)(C)c2cc(C3(C)COc4ccc(C(=O)O)cc43)ccc21, CCOC(C)=O, CN(C)C=O, O, On1nnc2ccccc21. Product: CC1(C)CCC(C)(C)c2cc(C3(C)COc4ccc(C(=O)C5CNCCO5)cc43)ccc21. As a reaction SMILES: [CH2:38]1[CH2:39][O:40][CH2:41][CH2:42][NH:43]1.[CH2:45]1[O:46][CH2:47][CH2:48][CH2:49]1.[CH3:1][C:2]1([CH3:27])[c:3]2[cH:4][cH:5][c:6]([C:14]3([CH3:26])[CH2:15][O:16][c:17]4[c:18]3[cH:19][c:20]([C:23](=[O:24])[OH:25])[cH:21][cH:22]4)[cH:7][c:8]2[C:9]([CH3:12])([CH3:13])[CH2:10][CH2:11]1.[CH3:55][CH2:56][O:57][C:58](=[O:59])[CH3:60].[O:50]=[CH:51][N:52]([CH3:53])[CH3:54].[OH2:44].[OH:28][n:29]1[c:30]2[cH:31][cH:32][cH:33][cH:34][c:35]2[n:36][n:37]1>>[CH3:1][C:2]1([CH3:27])[c:3]2[cH:4][cH:5][c:6]([C:14]3([CH3:26])[CH2:15][O:16][c:17]4[c:18]3[cH:19][c:20]([C:23](=[O:24])[CH:39]3[CH2:38][NH:43][CH2:42][CH2:41][O:40]3)[cH:21][cH:22]4)[cH:7][c:8]2[C:9]([CH3:12])([CH3:13])[CH2:10][CH2:11]1. The reactants are C=CCOc1cnc(NC(=O)OC(C)(C)C)cn1, O=C([O-])O, ClCCl, [Cl-], [Na+], [Na+], O=C(O)C(F)(F)F. Product: C=CCOc1cnc(N)cn1. RXN SMILES: [C:1]([O:2][C:3](=[O:4])[NH:7][c:8]1[n:9][cH:10][c:11]([O:14][CH2:15][CH:16]=[CH2:17])[n:12][cH:13]1)([CH3:5])([CH3:6])[CH3:18].[C:26](=[O:27])([OH:28])[O-:29].[CH2:33]([Cl:34])[Cl:35].[Cl-:32].[Na+:30].[Na+:31].[OH:19][C:20]([C:21]([F:22])([F:23])[F:24])=[O:25]>>[NH2:7][c:8]1[n:9][cH:10][c:11]([O:14][CH2:15][CH:16]=[CH2:17])[n:12][cH:13]1. Reactants: O=C1c2ccccc2C(=O)N1CCCCCCP(=O)(O)O, ClP(Cl)(Cl)(Cl)Cl, c1ccccc1. Product: O=C1c2ccccc2C(=O)N1CCCCCCP(=O)(O)Cl. RXN SMILES: [C:1]1(=[O:21])[c:2]2[c:3]([cH:17][cH:18][cH:19][cH:20]2)[C:4](=[O:16])[N:5]1[CH2:6][CH2:7][CH2:8][CH2:9][CH2:10][CH2:11][P:12]([OH:13])([OH:14])=[O:15].[Cl:22][P:23]([Cl:24])([Cl:25])([Cl:26])[Cl:27].[cH:28]1[cH:29][cH:30][cH:31][cH:32][cH:33]1>>[C:1]1(=[O:21])[c:2]2[c:3]([cH:17][cH:18][cH:19][cH:20]2)[C:4](=[O:16])[N:5]1[CH2:6][CH2:7][CH2:8][CH2:9][CH2:10][CH2:11][P:12]([OH:13])(=[O:14])[Cl:22]. Starting materials: NC1=NOC(=N1)C(C)C1=CC(=CC=C1)C(C1=CC=CC=C1)=O (3-amino-5-(1-(3-benzoylphenyl)ethyl)-1,2,4-oxadiazole), C(CO)O (ethyleneglycol). Reagents/catalysts: O.C1(=CC=C(C=C1)S(=O)(=O)O)C (p-toluenesulfonic acid monohydrate). The solvent is C1(=CC=CC=C1)C (toluene). Yields the product NC1=NOC(=N1)C(C)C1=CC(=CC=C1)C1(OCCO1)C1=CC=CC=C1 (3-amino-5-(1-(3-(2-phenyl-1,3-dioxolan-2-yl)phenyl)ethyl)-1,2,4-oxadiazole). The yield is 76.8%. As a reaction SMILES: [NH2:1][C:2]1[N:6]=[C:5]([CH:7]([C:9]2[CH:14]=[CH:13][CH:12]=[C:11]([C:15](=[O:22])[C:16]3[CH:21]=[CH:20][CH:19]=[CH:18][CH:17]=3)[CH:10]=2)[CH3:8])[O:4][N:3]=1.[CH2:23](O)[CH2:24][OH:25]>C1(C)C=CC=CC=1.O.C1(C)C=CC(S(O)(=O)=O)=CC=1>[NH2:1][C:2]1[N:6]=[C:5]([CH:7]([C:9]2[CH:14]=[CH:13][CH:12]=[C:11]([C:15]3([C:16]4[CH:21]=[CH:20][CH:19]=[CH:18][CH:17]=4)[O:25][CH2:24][CH2:23][O:22]3)[CH:10]=2)[CH3:8])[O:4][N:3]=1 |f:3.4|. Reported procedure: To 3-amino-5-(1-(3-benzoylphenyl)ethyl)-1,2,4-oxadiazole (1.20 g, 4.09 mmol) in toluene (10 ml) were added ethyleneglycol (0.80 g, 12.9 mmol) and p-toluenesulfonic acid monohydrate (0.025 g, 0.15 mmol). After reflux for 10 h, the mixture was cooled at room temperature and extracted with toluene. The extracts were washed with aqueous sodium hydrogen carbonate and then water, dried with anhydrous sodium sulfate, and evaporated under reduced pressure to a residue, which was chromatographed to affor... Starting materials: CCCCOc1cc(CO)ccc1CCCc1ccc(OS(=O)(=O)CCCC)c(OC)c1, ClCCl. The product is CCCCOc1cc(C=O)ccc1CCCc1ccc(OS(=O)(=O)CCCC)c(OC)c1. Reaction SMILES: [CH2:1]([CH2:2][CH2:3][CH3:4])[S:5](=[O:6])(=[O:7])[O:8][c:9]1[c:10]([O:31][CH3:32])[cH:11][c:12]([CH2:15][CH2:16][CH2:17][c:18]2[c:19]([O:26][CH2:27][CH2:28][CH2:29][CH3:30])[cH:20][c:21]([CH2:24][OH:25])[cH:22][cH:23]2)[cH:13][cH:14]1.[Cl:33][CH2:34][Cl:35]>>[CH2:1]([CH2:2][CH2:3][CH3:4])[S:5](=[O:6])(=[O:7])[O:8][c:9]1[c:10]([O:31][CH3:32])[cH:11][c:12]([CH2:15][CH2:16][CH2:17][c:18]2[c:19]([O:26][CH2:27][CH2:28][CH2:29][CH3:30])[cH:20][c:21]([CH:24]=[O:25])[cH:22][cH:23]2)[cH:13][cH:14]1.